Dataset: the Open Reaction Database (ORD), a public repository of structured organic reaction records. Task: describe an organic reaction: reactants, conditions, products, and yield Reactants: CCOC(=O)C(C)C(O)c1ccc(OC)cc1, [K+], O=S(=O)([O-])O, c1ccccc1. The product is CCOC(=O)C(C)=Cc1ccc(OC)cc1. As a reaction SMILES: [CH3:1][O:2][c:3]1[cH:4][cH:5][c:6]([CH:9]([CH:10]([C:11](=[O:12])[O:13][CH2:14][CH3:15])[CH3:16])[OH:17])[cH:7][cH:8]1.[K+:23].[S:18]([O-:19])([OH:20])(=[O:21])=[O:22].[cH:24]1[cH:25][cH:26][cH:27][cH:28][cH:29]1>>[CH3:1][O:2][c:3]1[cH:4][cH:5][c:6]([CH:9]=[C:10]([C:11](=[O:12])[O:13][CH2:14][CH3:15])[CH3:16])[cH:7][cH:8]1. The product is CC(C(=O)OC)(COC=1C(=NC=CC1)[N+](=O)[O-])C (methyl 2,2-dimethyl-3-(2-nitropyridin-3-yloxy)propanoate). The reactants are OC=1C(=NC=CC1)[N+](=O)[O-] (3-Hydroxynitropyridine), CC(C(=O)OC)(CO)C (methyl 2,2-dimethyl-3-hydroxypropionate), CC(C)OC(=O)/N=N/C(=O)OC(C)C (DIAD). Solvent: O1CCOCC1 (dioxane). Reported procedure: 3-Hydroxynitropyridine (10.0 g, 64 mmol), methyl 2,2-dimethyl-3-hydroxypropionate (9.29 g, 70.4.0 mmol) and PPH3 (15.15 g, 76.8 mmol) were dissolved in dioxane (500 mL). DIAD (14.5 mL, 76.8 mmol) was added at 0° C. over 5 min and the mixture was stirred at rt for 4 h then refluxed overnight. The mixture was evaporated, dissolved in ethyl acetate, washed with water, dried over magnesium sulfate and evaporated in vacuo to afford the title compound (9.1 g, 61%). 1H NMR (300 MHz, DMSO-d6) δ 8.22 (d,... Reaction SMILES: [OH:1][C:2]1[C:3]([N+:8]([O-:10])=[O:9])=[N:4][CH:5]=[CH:6][CH:7]=1.[CH3:11][C:12]([CH3:19])([CH2:17]O)[C:13]([O:15][CH3:16])=[O:14].CC(OC(/N=N/C(OC(C)C)=O)=O)C>O1CCOCC1>[CH3:11][C:12]([CH3:19])([CH2:17][O:1][C:2]1[C:3]([N+:8]([O-:10])=[O:9])=[N:4][CH:5]=[CH:6][CH:7]=1)[C:13]([O:15][CH3:16])=[O:14]. The yield is 55.9%. Conditions: time 4 hour. The reactants are C(C)(C)NC(SC)=N (N-isopropyl-S-methyl-isothiourea), Br.C(C)C1N(CCC2=C1N=CN2)C(NC(C)C)=N (4-ethyl-5-(N-isopropyl-guanyl)-4,5,6,7-tetrahydro-imidazo-[4,5-c]-pyridine monohydrobromide). Yields the product C(C)C1N(CCC2=C1N=CN2)C(NC(C)C)=N (4-Ethyl-5-(N-isopropyl-guanyl)-4,5,6,7-tetrahydro-imidazo-[4,5-c]-pyridine). RXN SMILES: C(NC(=N)SC)(C)C.Br.[CH2:10]([CH:12]1[C:17]2[N:18]=[CH:19][NH:20][C:16]=2[CH2:15][CH2:14][N:13]1[C:21](=[NH:26])[NH:22][CH:23]([CH3:25])[CH3:24])[CH3:11]>>[CH2:10]([CH:12]1[C:17]2[N:18]=[CH:19][NH:20][C:16]=2[CH2:15][CH2:14][N:13]1[C:21](=[NH:26])[NH:22][CH:23]([CH3:25])[CH3:24])[CH3:11] |f:1.2|. Procedure details: Operating as in Example 22, but employing N-isopropyl-S-methyl-isothiourea, 1.6 g of 4-ethyl-5-(N-isopropyl-guanyl)-4,5,6,7-tetrahydro-imidazo-[4,5-c]-pyridine monohydrobromide (m.p. 280° (dec.)) are obtained.